Dataset: the Open Reaction Database (ORD), a public repository of structured organic reaction records. Task: describe an organic reaction: reactants, conditions, products, and yield The reactants are O=C([O-])[O-], COc1ccc2c(c1)NC(=O)CO2, CCCCCCC, CCOC(C)=O, ClCCCI, [Cs+], [Cs+]. The product is COc1ccc2c(c1)N(CCCCl)C(=O)CO2. As a reaction SMILES: [C:14](=[O:15])([O-:16])[O-:17].[CH3:1][O:2][c:3]1[cH:4][cH:5][c:6]2[c:7]([cH:13]1)[NH:8][C:9](=[O:12])[CH2:10][O:11]2.[CH3:25][CH2:26][CH2:27][CH2:28][CH2:29][CH2:30][CH3:31].[CH3:32][CH2:33][O:34][C:35]([CH3:36])=[O:37].[Cl:20][CH2:21][CH2:22][CH2:23][I:24].[Cs+:18].[Cs+:19]>>[CH3:1][O:2][c:3]1[cH:4][cH:5][c:6]2[c:7]([cH:13]1)[N:8]([CH2:23][CH2:22][CH2:21][Cl:20])[C:9](=[O:12])[CH2:10][O:11]2. Reactants: ClC1=NC=C(C=C1)CNC(=C[N+](=O)[O-])NC (1-(2-chloro-5-pyridylmethylamino)-1-methylamino-2-nitroethylene), C(C)#N (acetonitrile), ClC(=O)SCl (chlorocarbonylsulfenyl chloride). Conditions: time 8 hour. The product is ClC1=NC=C(C=C1)CN(C)C=1N(C(SC1[N+](=O)[O-])=O)C (4-[N-(2-chloro-5-pyridylmethyl)-N-methylamino]-3-methyl-5-nitro-2-thiazolone). As a reaction SMILES: [Cl:1][C:2]1[CH:7]=[CH:6][C:5]([CH2:8][NH:9][C:10]([NH:15][CH3:16])=[CH:11][N+:12]([O-:14])=[O:13])=[CH:4][N:3]=1.Cl[C:18]([S:20]Cl)=[O:19].[C:22](#N)C>>[Cl:1][C:2]1[CH:7]=[CH:6][C:5]([CH2:8][N:9]([C:10]2[N:15]([CH3:16])[C:18](=[O:19])[S:20][C:11]=2[N+:12]([O-:14])=[O:13])[CH3:22])=[CH:4][N:3]=1. Reported procedure: To a mixture of 1-(2-chloro-5-pyridylmethylamino)-1-methylamino-2-nitroethylene (3.0 g) and acetonitrile (30 ml) was added slowly and dropwise chlorocarbonylsulfenyl chloride (1.8 g) at 10° to 20° C. After an overnight stirring, the solvent was distilled off from the reaction liquid under reduced pressure and the thus obtained residue was refined with column chromatography (eluant: ethanol/chloroform=1/10) to obtain the desired 4-[N-(2-chloro-5-pyridylmethyl)-N-methylamino]-3-methyl-5-nitro-2-th... Reactants: CCN(C(=O)OC(C)(C)C)c1cnc(-c2cccnc2)s1, CC#N, O=C1CCC(=O)N1Cl. Reaction SMILES: [C:1]([CH3:2])([CH3:3])([CH3:4])[O:5][C:6]([N:7]([c:8]1[cH:9][n:10][c:11](-[c:13]2[cH:14][n:15][cH:16][cH:17][cH:18]2)[s:12]1)[CH2:19][CH3:20])=[O:21].[CH3:30][C:31]#[N:32].[Cl:22][N:23]1[C:24](=[O:25])[CH2:26][CH2:27][C:28]1=[O:29]>>[C:1]([CH3:2])([CH3:3])([CH3:4])[O:5][C:6]([N:7]([c:8]1[c:9]([Cl:22])[n:10][c:11](-[c:13]2[cH:14][n:15][cH:16][cH:17][cH:18]2)[s:12]1)[CH2:19][CH3:20])=[O:21]. The product is CCN(C(=O)OC(C)(C)C)c1sc(-c2cccnc2)nc1Cl. Starting materials: FC(C(C)C1=CC=C(C=C1)OC)F (1-(2,2-difluoro-1-methylethyl)-4-methoxybenzene), Br (hydrobromic acid). Run in C(C)(=O)O (acetic acid). The product is FC(C(C)C1=CC=C(C=C1)O)F (4-(2,2-difluoro-1-methylethyl)phenol). As a reaction SMILES: [F:1][CH:2]([F:13])[CH:3]([C:5]1[CH:10]=[CH:9][C:8]([O:11]C)=[CH:7][CH:6]=1)[CH3:4].Br>C(O)(=O)C>[F:1][CH:2]([F:13])[CH:3]([C:5]1[CH:10]=[CH:9][C:8]([OH:11])=[CH:7][CH:6]=1)[CH3:4]. Procedure details: 24.8 g (0.13 mol) of 1-(2,2-difluoro-1-methylethyl)-4-methoxybenzene were stirred in 350 ml of glacial acetic acid and heated under reflux. 67 g of 48% aqueous hydrobromic acid were subsequently added dropwise and the mixture was stirred under reflux for a further 5 h. After cooling to room temperature, the solvent was distilled off under reduced pressure and the residue was taken up in ethyl acetate, washed with aqueous sodium hydrogen carbonate dried and concentrated to give the title product ... Reactants: BrC1=CC(=C(N)C(=C1)F)F (4-bromo-2,6-difluoroaniline), O1CCC2=C1C=CC(=C2)B(O)O (2,3-dihydrobenzofuran-5-ylboronic acid). Product: O1CCC2=C1C=CC(=C2)C2=CC(=C(N)C(=C2)F)F (4-(2,3-dihydrobenzofuran-5-yl)-2,6-difluoroaniline). The yield is 76.7%. As a reaction SMILES: Br[C:2]1[CH:8]=[C:7]([F:9])[C:5]([NH2:6])=[C:4]([F:10])[CH:3]=1.[O:11]1[C:15]2[CH:16]=[CH:17][C:18](B(O)O)=[CH:19][C:14]=2[CH2:13][CH2:12]1>>[O:11]1[C:15]2[CH:16]=[CH:17][C:18]([C:2]3[CH:8]=[C:7]([F:9])[C:5]([NH2:6])=[C:4]([F:10])[CH:3]=3)=[CH:19][C:14]=2[CH2:13][CH2:12]1. Reported procedure: The title compound (182 mg) was prepared from 4-bromo-2,6-difluoroaniline (200 mg, 0.96 mmol) and 2,3-dihydrobenzofuran-5-ylboronic acid (204 mg, 1.25 mmol) as a white solid. 1H-NMR (δ ppm, DMSO-d6, 400 MHz): 7.46 (s, 1H), 7.30 (dd, J 1.8, 8.3, 1H), 7.16 (dd, J 2.1, 8.2, 2H), 6.75 (d, J 8.3, 1H), 5.18 (s, 2H), 4.52 (t, J 8.7, 2H), 3.18 (t, J 8.5, 2H). Reactants: COC(CNC1=CC(=C(C(=C1)C)C1=NC2=C(N1)C=CC(=C2)C(NC2=CC(=C(C=C2)C)C)=O)C)=O ({4-[5-(3,4-dimethylphenylcarbamoyl)-1H-benzoimidazol-2-yl]-3,5-dimethylphenylamino}-acetic acid methyl ester), [H-].[H-].[H-].[H-].[Li+].[Al+3] (LiAlH4). The solvent is C1CCOC1 (THF). Run at time 1 hour. Yields the product CC=1C=C(C=CC1C)NC(=O)C1=CC2=C(NC(=N2)C2=C(C=C(C=C2C)NCCO)C)C=C1 (2-[4-(2-hydroxyethylamino)-2,6-dimethylphenyl]-1H-benzoimidazole-5-carboxylic acid (3,4-dimethyl-phenyl)-amide). RXN SMILES: C[O:2][C:3](=O)[CH2:4][NH:5][C:6]1[CH:11]=[C:10]([CH3:12])[C:9]([C:13]2[NH:17][C:16]3[CH:18]=[CH:19][C:20]([C:22](=[O:32])[NH:23][C:24]4[CH:29]=[CH:28][C:27]([CH3:30])=[C:26]([CH3:31])[CH:25]=4)=[CH:21][C:15]=3[N:14]=2)=[C:8]([CH3:33])[CH:7]=1.[H-].[H-].[H-].[H-].[Li+].[Al+3]>C1COCC1>[CH3:31][C:26]1[CH:25]=[C:24]([NH:23][C:22]([C:20]2[CH:19]=[CH:18][C:16]3[NH:17][C:13]([C:9]4[C:8]([CH3:33])=[CH:7][C:6]([NH:5][CH2:4][CH2:3][OH:2])=[CH:11][C:10]=4[CH3:12])=[N:14][C:15]=3[CH:21]=2)=[O:32])[CH:29]=[CH:28][C:27]=1[CH3:30] |f:1.2.3.4.5.6|. Reported procedure: To a solution of {4-[5-(3,4-dimethylphenylcarbamoyl)-1H-benzoimidazol-2-yl]-3,5-dimethylphenylamino}-acetic acid methyl ester (80 mg) in THF (5 mL), cooled at 0° C. in an ice bath, was added LiAlH4 (1M in THF, 0.26 mL) dropwise. The mixture was warmed to room temperature. After 1 hr, the reaction was quenched with 2 drops of water and filtered. The organic layer was dried, filtered and concentrated. The residue was purified by flash chromatography using hexanes/ethyl acetate (1:4) to afford 2-[4...